Dataset: the Open Reaction Database (ORD), a public repository of structured organic reaction records. Task: describe an organic reaction: reactants, conditions, products, and yield Reactants: C1(=CC=CC=C1)C1=CC(=NO1)C=O (5-phenylisoxazole-3-carbaldehyde), COC=1C=C(C=C(C1OC)OC)[Mg]Br (3,4,5-trimethoxyphenylmagnesiumbromide). Solvent: C1CCOC1 (THF), C1CCOC1 (THF). Reaction conditions: time 30 minute. Product: C1(=CC=CC=C1)C1=CC(=NO1)C(O)C1=CC(=C(C(=C1)OC)OC)OC ((5-Phenylisoxazol-3-yl)(3,4,5-trimethoxyphenyl)methanol). Reaction SMILES: [C:1]1([C:7]2[O:11][N:10]=[C:9]([CH:12]=[O:13])[CH:8]=2)[CH:6]=[CH:5][CH:4]=[CH:3][CH:2]=1.[CH3:14][O:15][C:16]1[CH:17]=[C:18]([Mg]Br)[CH:19]=[C:20]([O:24][CH3:25])[C:21]=1[O:22][CH3:23]>C1COCC1>[C:1]1([C:7]2[O:11][N:10]=[C:9]([CH:12]([C:18]3[CH:19]=[C:20]([O:24][CH3:25])[C:21]([O:22][CH3:23])=[C:16]([O:15][CH3:14])[CH:17]=3)[OH:13])[CH:8]=2)[CH:2]=[CH:3][CH:4]=[CH:5][CH:6]=1. Reported procedure: To a solution of 5-phenylisoxazole-3-carbaldehyde 38i (0.365 g, 2.1 mmol) in 15 mL THF was added a THF solution of 3,4,5-trimethoxyphenylmagnesiumbromide (0.5 N, 5.5 mL, 2.74 mmol) at 0° C. The mixture was allowed to stir for 30 min and quenched with satd. NH4Cl, extracted with ethyl ether, dried with MgSO4. The solvent was removed under reduced pressure to yield a crude product, which was purified by column chromatography to obtain pure compound 40i as a white solid. (48.8%). 1H NMR (CDCl3) δ 7... Starting materials: BrCC(=O)Br (2-bromoacetyl bromide), C1(CC1)CNCCC (N-cyclopropylmethyl-N-propylamine), C1(CCCCC1)N (cyclohexylamine), C(C)(C)(C)C1=CC=C(C=C1)S(=O)(=O)Cl (4-tert-butyl-benzenesulfonyl chloride). As a reaction SMILES: Br[CH2:2][C:3](Br)=[O:4].[CH:6]1([CH2:9][NH:10][CH2:11][CH2:12][CH3:13])[CH2:8][CH2:7]1.[CH:14]1([NH2:20])[CH2:19][CH2:18][CH2:17][CH2:16][CH2:15]1.[C:21]([C:25]1[CH:30]=[CH:29][C:28]([S:31](Cl)(=[O:33])=[O:32])=[CH:27][CH:26]=1)([CH3:24])([CH3:23])[CH3:22]>>[C:21]([C:25]1[CH:30]=[CH:29][C:28]([S:31]([N:20]([CH:14]2[CH2:19][CH2:18][CH2:17][CH2:16][CH2:15]2)[CH2:2][C:3]([N:10]([CH2:9][CH:6]2[CH2:8][CH2:7]2)[CH2:11][CH2:12][CH3:13])=[O:4])(=[O:33])=[O:32])=[CH:27][CH:26]=1)([CH3:24])([CH3:22])[CH3:23]. Reported procedure: prepared by reaction of 2-bromoacetyl bromide with N-cyclopropylmethyl-N-propylamine, cyclohexylamine and 4-tert-butyl-benzenesulfonyl chloride Yields the product C(C)(C)(C)C1=CC=C(C=C1)S(=O)(=O)N(CC(=O)N(CCC)CC1CC1)C1CCCCC1 (2-[(4-tert-Butyl-benzenesulfonyl)-cyclohexyl-amino]-N-cyclopropylmethyl-N-n-propyl-acetamide).